This data is from the Open Reaction Database (ORD), a public repository of structured organic reaction records. The task is: describe an organic reaction: reactants, conditions, products, and yield Starting materials: N (ammonia), ClCC1=C(C=CC=C1)S(=O)(=O)Cl (2-(chloromethyl)benzenesulfonyl chloride). The solvent is O1CCCC1 (tetrahydrofuran), O1CCCC1 (tetrahydrofuran). The product is ClCC1=C(C=CC=C1)S(=O)(=O)N (2-(Chloromethyl)benzenesulfonamide). As a reaction SMILES: [NH3:1].[Cl:2][CH2:3][C:4]1[CH:9]=[CH:8][CH:7]=[CH:6][C:5]=1[S:10](Cl)(=[O:12])=[O:11]>O1CCCC1>[Cl:2][CH2:3][C:4]1[CH:9]=[CH:8][CH:7]=[CH:6][C:5]=1[S:10]([NH2:1])(=[O:12])=[O:11]. Procedure: A solution of ammonia (5.2 ml) in tetrahydrofuran (250 ml) at -70° was contacted rapidly with a solution of 2-(chloromethyl)benzenesulfonyl chloride (21.8 g) in tetrahydrofuran (125 ml). The stirred mixture was allowed to warm to 0° and volatiles were removed under vacuum. The residue was contacted with ethyl acetate and a small volume of water. The organic layer was dried (MgSO4) and evaporated to give 19.8 g of white solid, m.p. 156°-157.5°. Recrystallization from toluene/ethyl acetate gave a ... The reactants are CC=CCC1Cc2ccc(C(C)(C)C)cc2C1=O, CO, ClCCl, O=[O+][O-]. The product is CC(C)(C)c1ccc2c(c1)C(=O)C(CC=O)C2. Reaction SMILES: [CH2:4]([CH:5]=[CH:6][CH3:7])[CH:8]1[C:9](=[O:21])[c:10]2[cH:11][c:12]([C:17]([CH3:18])([CH3:19])[CH3:20])[cH:13][cH:14][c:15]2[CH2:16]1.[CH3:25][OH:26].[Cl:22][CH2:23][Cl:24].[O-:1][O+:2]=[O:3]>>[O:1]=[CH:5][CH2:4][CH:8]1[C:9](=[O:21])[c:10]2[cH:11][c:12]([C:17]([CH3:18])([CH3:19])[CH3:20])[cH:13][cH:14][c:15]2[CH2:16]1. Starting materials: F[B-](F)(F)F, C[O+](C)C, CC#N, Cc1cc(Cl)c2cc(Cl)ccc2n1. The product is F[B-](F)(F)F, Cc1cc(Cl)c2cc(Cl)ccc2[n+]1C. RXN SMILES: [B-:14]([F:15])([F:16])([F:17])[F:18].[CH3:19][O+:20]([CH3:21])[CH3:22].[CH3:23][C:24]#[N:25].[Cl:1][c:2]1[cH:3][c:4]([CH3:13])[n:5][c:6]2[cH:7][cH:8][c:9]([Cl:12])[cH:10][c:11]12>>[B-:14]([F:15])([F:16])([F:17])[F:18].[Cl:1][c:2]1[cH:3][c:4]([CH3:13])[n+:5]([CH3:19])[c:6]2[cH:7][cH:8][c:9]([Cl:12])[cH:10][c:11]12. Reactants: CC(c1ccccc1)N1CC2(C(=O)OC(C)(C)C)CCCC2(Cl)C1=O, ClCCl, O=C(O)C(F)(F)F. The product is CC(c1ccccc1)N1CC2(C(=O)O)CCCC2(Cl)C1=O. As a reaction SMILES: [C:1]([CH3:2])([CH3:3])([CH3:4])[O:5][C:6](=[O:7])[C:8]12[CH2:9][N:10]([CH:18]([CH3:19])[c:20]3[cH:21][cH:22][cH:23][cH:24][cH:25]3)[C:11](=[O:17])[C:12]1([Cl:16])[CH2:13][CH2:14][CH2:15]2.[Cl:33][CH2:34][Cl:35].[OH:26][C:27]([C:28]([F:29])([F:30])[F:31])=[O:32]>>[O:5]=[C:6]([OH:7])[C:8]12[CH2:9][N:10]([CH:18]([CH3:19])[c:20]3[cH:21][cH:22][cH:23][cH:24][cH:25]3)[C:11](=[O:17])[C:12]1([Cl:16])[CH2:13][CH2:14][CH2:15]2. The reactants are O=C([O-])O, C=CCC1CCCCc2noc(=O)n21, CO, [Na+], C1CCOC1, OO. Product: O=c1onc2n1C(CCCO)CCCC2. RXN SMILES: [C:17]([O-:18])(=[O:19])[OH:20].[CH2:1]([CH:2]=[CH2:3])[CH:4]1[CH2:5][CH2:6][CH2:7][CH2:8][c:9]2[n:10]1[c:11](=[O:14])[o:12][n:13]2.[CH3:15][OH:16].[Na+:21].[O:24]1[CH2:25][CH2:26][CH2:27][CH2:28]1.[OH:22][OH:23]>>[CH2:1]([CH2:2][CH2:3][OH:18])[CH:4]1[CH2:5][CH2:6][CH2:7][CH2:8][c:9]2[n:10]1[c:11](=[O:14])[o:12][n:13]2. The reactants are O=C([O-])O, Cc1ccccc1, CCO, OB(O)c1ccccc1Cl, N#Cc1nn(-c2c(Cl)cc(C(F)(F)F)cc2Cl)c(N)c1I, [Na+], O, c1ccc(P(c2ccccc2)(c2ccccc2)[Pd](P(c2ccccc2)(c2ccccc2)c2ccccc2)(P(c2ccccc2)(c2ccccc2)c2ccccc2)P(c2ccccc2)(c2ccccc2)c2ccccc2)cc1. Yields the product N#Cc1nn(-c2c(Cl)cc(C(F)(F)F)cc2Cl)c(N)c1-c1ccccc1Cl. RXN SMILES: [C:22](=[O:23])([O-:24])[OH:25].[CH3:38][c:39]1[cH:40][cH:41][cH:42][cH:43][cH:44]1.[CH3:45][CH2:46][OH:47].[Cl:27][c:28]1[c:29]([B:34]([OH:35])[OH:36])[cH:30][cH:31][cH:32][cH:33]1.[NH2:1][c:2]1[c:3]([I:21])[c:4]([C:19]#[N:20])[n:5][n:6]1-[c:7]1[c:8]([Cl:18])[cH:9][c:10]([C:14]([F:15])([F:16])[F:17])[cH:11][c:12]1[Cl:13].[Na+:26].[OH2:37].[cH:48]1[cH:49][cH:50][c:51]([P:52]([Pd:53]([P:54]([c:55]2[cH:56][cH:57][cH:58][cH:59][cH:60]2)([c:61]2[cH:62][cH:63][cH:64][cH:65][cH:66]2)[c:67]2[cH:68][cH:69][cH:70][cH:71][cH:72]2)([P:73]([c:74]2[cH:75][cH:76][cH:77][cH:78][cH:79]2)([c:80]2[cH:81][cH:82][cH:83][cH:84][cH:85]2)[c:86]2[cH:87][cH:88][cH:89][cH:90][cH:91]2)[P:92]([c:93]2[cH:94][cH:95][cH:96][cH:97][cH:98]2)([c:99]2[cH:100][cH:101][cH:102][cH:103][cH:104]2)[c:105]2[cH:106][cH:107][cH:108][cH:109][cH:110]2)([c:111]2[cH:112][cH:113][cH:114][cH:115][cH:116]2)[c:117]2[cH:118][cH:119][cH:120][cH:121][cH:122]2)[cH:123][cH:124]1>>[NH2:1][c:2]1[c:3](-[c:29]2[c:28]([Cl:27])[cH:33][cH:32][cH:31][cH:30]2)[c:4]([C:19]#[N:20])[n:5][n:6]1-[c:7]1[c:8]([Cl:18])[cH:9][c:10]([C:14]([F:15])([F:16])[F:17])[cH:11][c:12]1[Cl:13]. Starting materials: C(C)(=O)OCCO (2-hydroxyethyl acetate), [H-].[Na+] (sodium hydride), BrC1=C(C=C(C=C1)F)C(F)(F)F (1-bromo-4-fluoro-2-(trifluoromethyl)benzene). The solvent is CN(C)C=O (DMF). Conditions: time 15 minute. The product is BrC1=C(C=C(OCCO)C=C1)C(F)(F)F (2-[4-bromo-3-(trifluoromethyl)phenoxy]ethanol). As a reaction SMILES: [C:1]([O:4][CH2:5][CH2:6][OH:7])(=O)[CH3:2].[H-].[Na+].[Br:10][C:11]1[CH:16]=[CH:15]C(F)=C[C:12]=1[C:18]([F:21])([F:20])[F:19]>CN(C=O)C>[Br:10][C:11]1[CH:16]=[CH:15][C:1]([O:4][CH2:5][CH2:6][OH:7])=[CH:2][C:12]=1[C:18]([F:21])([F:20])[F:19] |f:1.2|. Procedure details: In an atmosphere of nitrogen, a mixture of 2-hydroxyethyl acetate, sodium hydride and DMF was stirred at room temperature for 15 minutes and then 1-bromo-4-fluoro-2-(trifluoromethyl)benzene was added, followed by stirring at room temperature for 1.5 hours to obtain 2-[4-bromo-3-(trifluoromethyl)phenoxy]ethanol. The reactants are Intermediate 27, C(CCC)OC1=NC(=C2N=C(N(C2=N1)CCCCCCl)OC)N (2-(butyloxy)-9-(5-chloropentyl)-8-(methyloxy)-9H-purin-6-amine), N1CCCCC1 (piperidine). Yields the product C(CCC)OC1=NC(=C2N=C(N(C2=N1)CCCCCN1CCCCC1)OC)N (2-(Butyloxy)-8-(methyloxy)-9-[5-(1-piperidinyl)pentyl]-9H-purin-6-amine). Reaction SMILES: [CH2:1]([O:5][C:6]1[N:14]=[C:13]2[C:9]([N:10]=[C:11]([O:21][CH3:22])[N:12]2[CH2:15][CH2:16][CH2:17][CH2:18][CH2:19]Cl)=[C:8]([NH2:23])[N:7]=1)[CH2:2][CH2:3][CH3:4].[NH:24]1[CH2:29][CH2:28][CH2:27][CH2:26][CH2:25]1>>[CH2:1]([O:5][C:6]1[N:14]=[C:13]2[C:9]([N:10]=[C:11]([O:21][CH3:22])[N:12]2[CH2:15][CH2:16][CH2:17][CH2:18][CH2:19][N:24]2[CH2:29][CH2:28][CH2:27][CH2:26][CH2:25]2)=[C:8]([NH2:23])[N:7]=1)[CH2:2][CH2:3][CH3:4]. Procedure: Prepared similarly to Intermediate 27 from 2-(butyloxy)-9-(5-chloropentyl)-8-(methyloxy)-9H-purin-6-amine and piperidine. The reactants are SC1=CC=C(C=C1)C (4-mercapto-toluene), CC(C)([O-])C.[K+] (potassium t-butoxide), BrC1=CC=C(C(=O)O)C=C1 (4-bromobenzoic acid). The reagents and catalysts are [Cu] (copper). Run in CS(=O)C (dimethylsulfoxide). Run at temperature 210 celsius, time 16 hour. The product is CC1=CC=C(C=C1)SC1=CC=C(C(=O)O)C=C1 (4-[(4-Methylphenyl)thio]benzoic Acid). Isolated yield 72.0%. Reaction SMILES: [SH:1][C:2]1[CH:7]=[CH:6][C:5]([CH3:8])=[CH:4][CH:3]=1.CC(C)([O-])C.[K+].Br[C:16]1[CH:24]=[CH:23][C:19]([C:20]([OH:22])=[O:21])=[CH:18][CH:17]=1>CS(C)=O.[Cu]>[CH3:8][C:5]1[CH:6]=[CH:7][C:2]([S:1][C:16]2[CH:24]=[CH:23][C:19]([C:20]([OH:22])=[O:21])=[CH:18][CH:17]=2)=[CH:3][CH:4]=1 |f:1.2|. Reported procedure: A mixture of 6.0 g of 4-mercapto-toluene and 9.2 g of potassium t-butoxide is stirred at room temperature under a nitrogen atmosphere in 50 ml of dimethylsulfoxide for 10 minutes followed by the addition of 11.5 g of 4-bromobenzoic acid and 0.2 g of copper metal. The reaction mixture is stirred at 210° C. for 16 hours. The reaction mixture is poured over crushed ice and filtered through diatomaceous earth. The filtrate is acidified with HCl until pH 2. The resulting solid is collected, washed wi... The reactants are C(CCCC)N1C(N2C(C=3NC=NC13)=NC=N2)=O (4-pentyl-1,4-dihydro-5H-[1,2,4]triazolo[5,1-i]purin-5-one), BrN1C(CCC1=O)=O (N-bromosuccinimide). Solvent: C1CCOC1 (THF). Reaction conditions: time 1 hour. Yields the product BrC1=NC=2N(C(N3C(C2N1)=NC=N3)=O)CCCCC (2-Bromo-4-pentyl-1,4-dihydro-5H-[1,2,4]triazolo[5,1-i]purin-5-one). RXN SMILES: [CH2:1]([N:6]1[C:14]2[N:13]=[CH:12][NH:11][C:10]=2[C:9]2=[N:15][CH:16]=[N:17][N:8]2[C:7]1=[O:18])[CH2:2][CH2:3][CH2:4][CH3:5].[Br:19]N1C(=O)CCC1=O>C1COCC1>[Br:19][C:12]1[NH:11][C:10]2[C:9]3=[N:15][CH:16]=[N:17][N:8]3[C:7](=[O:18])[N:6]([CH2:1][CH2:2][CH2:3][CH2:4][CH3:5])[C:14]=2[N:13]=1. Procedure details: To a mixture of 4-pentyl-1,4-dihydro-5H-[1,2,4]triazolo[5,1-i]purin-5-one (20 mg, 0.081 mmol) in THF (5 mL) was added N-bromosuccinimide (19 mg, 0.11 mol). The reaction mixture was stirred at room temperature for 1 hour and then quenched by phenol. After removing solvent, the residue was purified by preparative LCMS (method B) to yield the desired product. 1HNMR (400 MHz, CD3OD): δ 8.30 (s, 1H), 4.30 (t, J=7.4 Hz, 2H), 1.86 (m, 2H), 1.41 (m, 4H), 0.93 (t, J=7.0 Hz, 3H). LCMS calculated for C11H1...